Dataset: the Open Reaction Database (ORD), a public repository of structured organic reaction records. Task: describe an organic reaction: reactants, conditions, products, and yield The reactants are C(C=C)#N (Acrylonitrile), [N+](=O)([O-])C(C)C (2-nitropropane). The reagents and catalysts are [Cl-].C(CCCCCCCCCCCCCCC)[N+](C)(C)C (hexadecyltrimethyl ammonium chloride). The solvent is [OH-].[Na+] (sodium hydroxide). The product is CC(CCC#N)(C)[N+](=O)[O-] (4-methyl-4-nitrovaleronitrile). Isolated yield 64.6%. RXN SMILES: [C:1](#[N:4])[CH:2]=[CH2:3].[N+:5]([CH:8]([CH3:10])[CH3:9])([O-:7])=[O:6]>[Cl-].C([N+](C)(C)C)CCCCCCCCCCCCCCC.[OH-].[Na+]>[CH3:9][C:8]([N+:5]([O-:7])=[O:6])([CH3:10])[CH2:3][CH2:2][C:1]#[N:4] |f:2.3,4.5|. Procedure details: Acrylonitrile (6.0 g, 113 mmol), 2-nitropropane (12.0 g, 135 mmol) and hexadecyltrimethyl ammonium chloride (2.0 g) were stirred in a 0.1N aqueous sodium hydroxide solution (200 ml) overnight at room temperature. The layers were separated and the aqueous layer was extracted twice with methylene chloride (50 ml). The combined organic layer was washed with saturated brine (30 ml). The solvent was evaporated and the residue was dried to give oily 4-methyl-4-nitrovaleronitrile (10.4 g, 73 mmol, yiel... Starting materials: C(C)(C)(C)C=1C=C2C=NN(C(C2=C(C1)F)=O)C=1C(=C(C=CC1)N1C=C(C=2C1=NC(=CC2)C=2C=NC(=CC2)OCC)C#N)CO (1-(3-(6-tert-butyl-8-fluoro-1-oxophthalazin-2(1H)-yl)-2-(hydroxymethyl)phenyl)-6-(6-ethoxypyridin-3-yl)-1H-pyrrolo[2,3-b]pyridine-3-carbonitrile), [hydrogen bis(dimethylphosphinito-kP)]platinum (II), C(C)O (ethanol). Solvent: O (water). Run at temperature 45 celsius, time 1 hour. The product is C(C)(C)(C)C=1C=C2C=NN(C(C2=C(C1)F)=O)C=1C(=C(C=CC1)N1C=C(C=2C1=NC(=CC2)C=2C=NC(=CC2)OCC)C(=O)N)CO (1-[3-(6-tert-butyl-8-fluoro-1-oxo-1H-phthalazin-2-yl)-2-hydroxymethyl-phenyl]-6-(6-ethoxy-pyridin-3-yl)-1H-pyrrolo[2,3-b]pyridine-3-carboxylic acid amide). Isolated yield 84.0%. RXN SMILES: [C:1]([C:5]1[CH:6]=[C:7]2[C:12](=[C:13]([F:15])[CH:14]=1)[C:11](=[O:16])[N:10]([C:17]1[C:18]([CH2:43][OH:44])=[C:19]([N:23]3[C:27]4=[N:28][C:29]([C:32]5[CH:33]=[N:34][C:35]([O:38][CH2:39][CH3:40])=[CH:36][CH:37]=5)=[CH:30][CH:31]=[C:26]4[C:25]([C:41]#[N:42])=[CH:24]3)[CH:20]=[CH:21][CH:22]=1)[N:9]=[CH:8]2)([CH3:4])([CH3:3])[CH3:2].C([OH:47])C>O>[C:1]([C:5]1[CH:6]=[C:7]2[C:12](=[C:13]([F:15])[CH:14]=1)[C:11](=[O:16])[N:10]([C:17]1[C:18]([CH2:43][OH:44])=[C:19]([N:23]3[C:27]4=[N:28][C:29]([C:32]5[CH:33]=[N:34][C:35]([O:38][CH2:39][CH3:40])=[CH:36][CH:37]=5)=[CH:30][CH:31]=[C:26]4[C:25]([C:41]([NH2:42])=[O:47])=[CH:24]3)[CH:20]=[CH:21][CH:22]=1)[N:9]=[CH:8]2)([CH3:2])([CH3:3])[CH3:4]. Procedure: In a 25 mL round-bottomed flask, 1-(3-(6-tert-butyl-8-fluoro-1-oxophthalazin-2(1H)-yl)-2-(hydroxymethyl)phenyl)-6-(6-ethoxypyridin-3-yl)-1H-pyrrolo[2,3-b]pyridine-3-carbonitrile (36 mg, 61.2 μmol) and [hydrogen bis(dimethylphosphinito-kP)]platinum (II) (263 μg, 0.612 μmol, Eq: 0.01) were combined with ethanol (480 μl) and water (480 μl) to give a colorless solution. The reaction mixture was heated to 45° C. and stirred for 1 h. The crude reaction mixture was concentrated in vacuo. Mixture was di... Reactants: CC(C)(C)OC(=O)N1CCc2[nH]nc(-c3ccc(Cl)cc3)c2CC1, ClC1CCC1, [H-], [Na+], CN(C)C=O. Yields the product CC(C)(C)OC(=O)N1CCc2nn(C3CCC3)c(-c3ccc(Cl)cc3)c2CC1. Reaction SMILES: [C:1]([CH3:2])([CH3:3])([CH3:4])[O:5][C:6](=[O:7])[N:8]1[CH2:9][CH2:10][c:11]2[c:12](-[c:18]3[cH:19][cH:20][c:21]([Cl:24])[cH:22][cH:23]3)[n:13][nH:14][c:15]2[CH2:16][CH2:17]1.[Cl:27][CH:28]1[CH2:29][CH2:30][CH2:31]1.[H-:26].[Na+:25].[O:32]=[CH:33][N:34]([CH3:35])[CH3:36]>>[C:1]([CH3:2])([CH3:3])([CH3:4])[O:5][C:6](=[O:7])[N:8]1[CH2:9][CH2:10][c:11]2[c:12](-[c:18]3[cH:19][cH:20][c:21]([Cl:24])[cH:22][cH:23]3)[n:13]([CH:28]3[CH2:29][CH2:30][CH2:31]3)[n:14][c:15]2[CH2:16][CH2:17]1. Starting materials: CCO, CC(C)c1nc(-c2ccc(F)cc2)c(-c2ccc(F)cc2)n1C=CC(O)CC(O)CC(=O)OC(C)(C)C, [Na+], [OH-]. The product is CC(C)c1nc(-c2ccc(F)cc2)c(-c2ccc(F)cc2)n1C=CC(O)CC(O)CC(=O)[O-], [Na+]. Reaction SMILES: [CH3:40][CH2:41][OH:42].[F:1][c:2]1[cH:3][cH:4][c:5](-[c:8]2[n:9][c:10]([CH:35]([CH3:36])[CH3:37])[n:11]([CH:20]=[CH:21][CH:22]([CH2:23][CH:24]([CH2:25][C:26](=[O:27])[O:28][C:29]([CH3:30])([CH3:31])[CH3:32])[OH:33])[OH:34])[c:12]2-[c:13]2[cH:14][cH:15][c:16]([F:19])[cH:17][cH:18]2)[cH:6][cH:7]1.[Na+:39].[OH-:38]>>[F:1][c:2]1[cH:3][cH:4][c:5](-[c:8]2[n:9][c:10]([CH:35]([CH3:36])[CH3:37])[n:11]([CH:20]=[CH:21][CH:22]([CH2:23][CH:24]([CH2:25][C:26](=[O:27])[O-:28])[OH:33])[OH:34])[c:12]2-[c:13]2[cH:14][cH:15][c:16]([F:19])[cH:17][cH:18]2)[cH:6][cH:7]1.[Na+:39]. Reactants: COC(COC1=C2C(=C(C(=NC2=C(C=C1)Cl)OC(F)F)CC1=C(C=C(C=C1)S(=O)(=O)C)Cl)C)=O ([8-chloro-3-(2-chloro-4-methanesulfonylbenzyl)-2-difluoromethoxy-4-methylquinolin-5-yloxy]acetic acid methyl ester), CO (methanol), [OH-].[Li+] (lithium hydroxide). The solvent is O (water). Product: ClC=1C=CC(=C2C(=C(C(=NC12)OC(F)F)CC1=C(C=C(C=C1)S(=O)(=O)C)Cl)C)OCC(=O)O ([8-chloro-3-(2-chloro-4-methanesulfonylbenzyl)-2-difluoromethoxy-4-methylquinolin-5-yloxy]acetic Acid). RXN SMILES: C[O:2][C:3](=[O:34])[CH2:4][O:5][C:6]1[CH:15]=[CH:14][C:13]([Cl:16])=[C:12]2[C:7]=1[C:8]([CH3:33])=[C:9]([CH2:21][C:22]1[CH:27]=[CH:26][C:25]([S:28]([CH3:31])(=[O:30])=[O:29])=[CH:24][C:23]=1[Cl:32])[C:10]([O:17][CH:18]([F:20])[F:19])=[N:11]2.CO.[OH-].[Li+]>O>[Cl:16][C:13]1[CH:14]=[CH:15][C:6]([O:5][CH2:4][C:3]([OH:34])=[O:2])=[C:7]2[C:12]=1[N:11]=[C:10]([O:17][CH:18]([F:19])[F:20])[C:9]([CH2:21][C:22]1[CH:27]=[CH:26][C:25]([S:28]([CH3:31])(=[O:29])=[O:30])=[CH:24][C:23]=1[Cl:32])=[C:8]2[CH3:33] |f:2.3|. Reported procedure: A solution of [8-chloro-3-(2-chloro-4-methanesulfonylbenzyl)-2-difluoromethoxy-4-methylquinolin-5-yloxy]acetic acid methyl ester (0.50 g), methanol (10 mL), saturated aqueous lithium hydroxide solution (0.5 mL) and water (1.0 mL) was stirred at 40° C. for 3 hours. The methanol was removed under reduced pressure and the pH of the residue adjusted to 4 by the addition of glacial acetic acid. The resulting precipitate was collected by filtration, washed with water, methanol and diethyl ether, and t... Reactants: OC1C(CCC1)(C(=O)OCC)CC(C)C (Ethyl 2-hydroxy-1-iso-butyl-cyclopentane carboxylate), C(Cl)Cl (methylene chloride), CC=1C=C(C(=O)Cl)C=CC1 (3-methyl-benzoyl chloride). Run in N1=CC=CC=C1 (pyridine). Run at time 12 hour. Yields the product C(C(C)C)C1(C(CCC1)OC(C1=CC(=CC=C1)C)=O)C(=O)OCC (Ethyl 1-iso-butyl-2-m-methylbenzoyloxy-cyclopentane carboxylate). As a reaction SMILES: [OH:1][CH:2]1[CH2:6][CH2:5][CH2:4][C:3]1([CH2:12][CH:13]([CH3:15])[CH3:14])[C:7]([O:9][CH2:10][CH3:11])=[O:8].C(Cl)Cl.[CH3:19][C:20]1[CH:21]=[C:22]([CH:26]=[CH:27][CH:28]=1)[C:23](Cl)=[O:24]>N1C=CC=CC=1>[CH2:12]([C:3]1([C:7]([O:9][CH2:10][CH3:11])=[O:8])[CH2:4][CH2:5][CH2:6][CH:2]1[O:1][C:23](=[O:24])[C:22]1[CH:26]=[CH:27][CH:28]=[C:20]([CH3:19])[CH:21]=1)[CH:13]([CH3:14])[CH3:15]. Procedure details: Ethyl 2-hydroxy-1-iso-butyl-cyclopentane carboxylate (5.00 g) was diluted using 60 ml of methylene chloride. At room temperature and with magnetic stirring, pyridine (2.85 ml) was slowly added, then 3-methyl-benzoyl chloride (4.68 ml) was dropwise added. Upon the completion of the addition, the reaction was continued for 12 hours. Then solvent was removed, and the residue was extracted using ethyl acetate and water. Organic layer was washed, in turn, using 10% hydrochloric acid aqueous solution ... The reactants are S(O)(O)(=O)=O (sulfuric acid), CC[O-].[Na+] (sodium ethylate), ClC(C(F)(F)F)C1(C(F)(F)F)OCCO1 (2-chloro-1,1,1,4,4,4-hexafluoro-3,3-ethylenedioxybutane), C(C)O (ethanol), C(C)O (ethanol). The product is ClC(CC(=O)OCC)C1(C(F)(F)F)OCCO1 (Ethyl 2-chloro-4,4,4-trifluoro-3,3-ethylenedioxybutanecarboxylate). RXN SMILES: [CH3:1][CH2:2][O-:3].[Na+].[Cl:5][CH:6]([C:11]1([O:19][CH2:18][CH2:17][O:16]1)[C:12]([F:15])([F:14])[F:13])C(F)(F)F.S(=O)(=O)(O)O.[CH2:25]([OH:27])[CH3:26]>>[Cl:5][CH:6]([C:11]1([O:16][CH2:17][CH2:18][O:19]1)[C:12]([F:13])([F:14])[F:15])[CH2:1][C:2]([O:27][CH2:25][CH3:26])=[O:3] |f:0.1|. Procedure: 80 g of a 20% strength solution of sodium ethylate in ethanol were added to 30 g of 2-chloro-1,1,1,4,4,4-hexafluoro-3,3-ethylenedioxybutane in 30 ml of ethanol and the mixture was stirred under reflux for 10 hours. 100 ml of 50% strength sulfuric acid were then metered in and the mixture was stirred under reflux for 6 hour. It was poured onto ice and extracted with methylene chloride. After drying over sodium sulfate and removal of the solvent and subsequent distillation in vacuo, 24 g of ethyl ... The solvent is C(C)(=O)O (acetic acid). Yields the product ClC=1C=CC=2C3=C(N(C2C1)C)C(NN=C3C(=O)OCC)=O (Ethyl 7-chloro-5-methyl-4-oxo-3,5-dihydro-4H-pyridazino[4,5-b]indole-1-carboxylate). Reaction SMILES: [Cl:1][C:2]1[CH:10]=[C:9]2[C:5]([C:6]([C:17](=O)[C:18]([O:20][CH2:21][CH3:22])=[O:19])=[C:7]([C:12](OCC)=[O:13])[N:8]2[CH3:11])=[CH:4][CH:3]=1.O.[NH2:25][NH2:26]>C(O)(=O)C>[Cl:1][C:2]1[CH:3]=[CH:4][C:5]2[C:6]3[C:17]([C:18]([O:20][CH2:21][CH3:22])=[O:19])=[N:26][NH:25][C:12](=[O:13])[C:7]=3[N:8]([CH3:11])[C:9]=2[CH:10]=1 |f:1.2|. Procedure details: A solution of 4.38 g (13.5 mmol) of ethyl 6-chloro-2-(ethoxycarbonyl)-1-methyl-α-oxo-1H-indole-3-acetate (disclosed in WO-A-00/44751), of 65 ml of glacial acetic acid and of 2.7 ml (55.7 mmol) of hydrazine monohydrate is brought to reflux for 3 h. Starting materials: ClC1=CC=C2C(=C(N(C2=C1)C)C(=O)OCC)C(C(=O)OCC)=O (ethyl 6-chloro-2-(ethoxycarbonyl)-1-methyl-α-oxo-1H-indole-3-acetate), O.NN (hydrazine monohydrate).